From a dataset of the Open Reaction Database (ORD), a public repository of structured organic reaction records. describe an organic reaction: reactants, conditions, products, and yield Reactants: C(C)(C)C1=NC(=C(C(=C1CO)C1=CC=C(C=C1)F)C=CCCCCCC)C(C)C (2,6-Diisopropyl-3-hydroxymethyl-4-(4-fluorophenyl)-5-(1-octenyl)-pyridine). Solvent: C(C)(=O)OCC.CCCCCC (ethyl acetate hexane). Product: C(C)(C)C1=NC(=C(C(=C1CO)C1=CC=C(C=C1)F)CCCCCCCC)C(C)C (2,6-Diisopropyl-3-hydroxymethyl-4-(4-fluorophenyl)-5-octylpyridine). Reaction SMILES: [CH:1]([C:4]1[C:9]([CH2:10][OH:11])=[C:8]([C:12]2[CH:17]=[CH:16][C:15]([F:18])=[CH:14][CH:13]=2)[C:7]([CH:19]=[CH:20][CH2:21][CH2:22][CH2:23][CH2:24][CH2:25][CH3:26])=[C:6]([CH:27]([CH3:29])[CH3:28])[N:5]=1)([CH3:3])[CH3:2]>C(OCC)(=O)C.CCCCCC>[CH:1]([C:4]1[C:9]([CH2:10][OH:11])=[C:8]([C:12]2[CH:13]=[CH:14][C:15]([F:18])=[CH:16][CH:17]=2)[C:7]([CH2:19][CH2:20][CH2:21][CH2:22][CH2:23][CH2:24][CH2:25][CH3:26])=[C:6]([CH:27]([CH3:28])[CH3:29])[N:5]=1)([CH3:3])[CH3:2] |f:1.2|. Procedure: The title compound was prepared from 2,6diisopropyl-3-hydroxymethyl-4-(4-fluorophenyl)-5-(1-octenyl)pyridine (Example 33) according to the procedure described in Example 1, Step H. 1H NMR (300 MHz, CDCl3): δ7.14 (m, 4 H), 4.33 (d, J=5.5 Hz, 2 H), 3.41 (sept, J=6.6 Hz, 1 H), 3.23 (sept, J=6.6 Hz, 1 H), 2.26 (m, 2 H), 1.33 (d, J=6.6 Hz, 6 H), 1.30 (d, J=6.6 Hz, 6 H), 1.25 (m, 3 H), 1.15 (m, 10 H), 0.87 (t, J=7 Hz, 3 H). FAB-MS: calculated for (C26H38FNO) 399, found 400 (M+H). Anal. Calcd for C26H3...